describe an organic reaction: reactants, conditions, products, and yield From a dataset of the Open Reaction Database (ORD), a public repository of structured organic reaction records. The reactants are O.NN (hydrazine hydrate), Cl.C1(=CC=CC=C1)C(N)=N (benzenecarboximidamide hydrochloride), C(C)(=O)NC(C(C(=O)OCC)=O)C (Ethyl 3-acetamido-2-oxobutanoate). Run in C(C)O (ethanol), C(C)O (ethanol). Conditions: temperature 45 celsius, time 3 hour. The product is O=C1NC(=NN=C1C(C)NC(C)=O)C1=CC=CC=C1 (N-[1-(5-Oxo-3-phenyl-4,5-dihydro-1,2,4-triazin-6-yl)ethyl]acetamide). RXN SMILES: Cl.[C:2]1([C:8](=[NH:10])[NH2:9])[CH:7]=[CH:6][CH:5]=[CH:4][CH:3]=1.O.[NH2:12]N.[C:14]([NH:17][CH:18]([CH3:26])[C:19](=O)[C:20](OCC)=[O:21])(=[O:16])[CH3:15]>C(O)C>[O:21]=[C:20]1[C:19]([CH:18]([NH:17][C:14](=[O:16])[CH3:15])[CH3:26])=[N:12][N:9]=[C:8]([C:2]2[CH:7]=[CH:6][CH:5]=[CH:4][CH:3]=2)[NH:10]1 |f:0.1,2.3|. Reported procedure: 48 g (306 mmol) of benzenecarboximidamide hydrochloride were dissolved in 1.2 l ethanol, and 16.4 ml (337 mmol) of hydrazine hydrate were added. The mixture was stirred at 45° C. for 3 h. 86 g (459 mmol) of ethyl 3-acetamido-2-oxobutanoate (Example 13A), dissolved in 600 ml of ethanol, were added dropwise. The mixture was stirred at 80° C. for another 6 h and at RT for another 12 h. The reaction mixture was chromatographed on silica gel (mobile phase dichloromethane/methanol 20:1). This gave 23.... The reactants are C(#N)C1=CC=C(N=N1)N1CCN(CC1)C1=C(C=C(C=C1)N1C(O[C@H](C1)CO)=O)F (3-(4-(4-(6-Cyano-3-pyridazinyl)piperazin-1-yl)-3-fluorophenyl)-5(R)-hydroxy methyloxazolidin-2-one), CC(C)OC(=O)/N=N/C(=O)OC(C)C (Diisopropylazodicarboxylate), OC1=NOC=C1 (3-hydroxyisoxazole), C1(=CC=CC=C1)P(C1=CC=CC=C1)C1=CC=CC=C1 (triphenylphosphine). Yields the product C(#N)C1=CC=C(N=N1)N1CCN(CC1)C1=C(C=C(C=C1)N1C(O[C@H](C1)COC1=NOC=C1)=O)F (3-(4-(4-(6-Cyano-3-pyridazinyl)piperazin-1-yl)-3-fluorophenyl)-5(R)-(isoxazol-3-yl)oxymethyloxazolidin-2-one). Isolated yield 25.8%. RXN SMILES: [C:1]([C:3]1[N:8]=[N:7][C:6]([N:9]2[CH2:14][CH2:13][N:12]([C:15]3[CH:20]=[CH:19][C:18]([N:21]4[CH2:25][C@H:24]([CH2:26][OH:27])[O:23][C:22]4=[O:28])=[CH:17][C:16]=3[F:29])[CH2:11][CH2:10]2)=[CH:5][CH:4]=1)#[N:2].O[C:31]1[CH:35]=[CH:34][O:33][N:32]=1.C1(P(C2C=CC=CC=2)C2C=CC=CC=2)C=CC=CC=1.CC(OC(/N=N/C(OC(C)C)=O)=O)C>>[C:1]([C:3]1[N:8]=[N:7][C:6]([N:9]2[CH2:10][CH2:11][N:12]([C:15]3[CH:20]=[CH:19][C:18]([N:21]4[CH2:25][C@H:24]([CH2:26][O:27][C:31]5[CH:35]=[CH:34][O:33][N:32]=5)[O:23][C:22]4=[O:28])=[CH:17][C:16]=3[F:29])[CH2:13][CH2:14]2)=[CH:5][CH:4]=1)#[N:2]. Procedure details: 3-(4-(4-(6-Cyano-3-pyridazinyl)piperazin-1-yl)-3-fluorophenyl)-5(R)-hydroxy methyloxazolidin-2-one (398 mg, 1 mmol), 3-hydroxyisoxazole (93.5 mg, 1.1 mmol) and triphenylphosphine (328 mg, 1.25 mmol), were suspended with stirring in dry tetrahydrofiran (10 ml). Diisopropylazodicarboxylate (242 mg, 1.2 mmol) was added dropwise by syringe, and the mixture stirred at ambient temperature for 30 minutes. The reaction mixture was filtered, evaporated to dryness, dissolved in EtOAc/isohexane (1:1), and ... The reactants are C(CCC)/N=C/C1=C(C(=CC=C1F)F)Cl (butyl-[1-(2-chloro-3,6-difluoro-phenyl)-meth-(E)-ylidene]-amine), C(C)[Mg]Br (ethylmagnesium bromide). The reagents and catalysts are [Cl-].[Mn+2].[Cl-] (manganese(II) chloride). Product: C(CCC)/N=C/C1=C(C(=CC=C1F)F)CC (Butyl-[1-(2-ethyl-3,6-difluoro-phenyl)-meth-(E)-ylidene]-amine). Reaction SMILES: [CH2:1](/[N:5]=[CH:6]/[C:7]1[C:12]([F:13])=[CH:11][CH:10]=[C:9]([F:14])[C:8]=1Cl)[CH2:2][CH2:3][CH3:4].[CH2:16]([Mg]Br)[CH3:17]>[Cl-].[Mn+2].[Cl-]>[CH2:1](/[N:5]=[CH:6]/[C:7]1[C:12]([F:13])=[CH:11][CH:10]=[C:9]([F:14])[C:8]=1[CH2:16][CH3:17])[CH2:2][CH2:3][CH3:4] |f:2.3.4|. Reported procedure: Butyl-[1-(2-ethyl-3,6-difluoro-phenyl)-meth-(E)-ylidene]-amine was prepared from butyl-[1-(2-chloro-3,6-difluoro-phenyl)-meth-(E)-ylidene]-amine, ethylmagnesium bromide and manganese(II) chloride in analogy to Example 194a): brown oil; 1H-NMR (CDCl3): 0.97 (3H, t, CH3), 1.15 (3H, t, CH3), 1.43 (2H, sextet, CH2), 1.70 (2H, quintet, CH2), 2.98 (2H, qd, CH2), 3.66 (2H, t, CH2), 6.87 (1H, td, ArH), 6.99 (1H, td, ArH), 8.52 (1H, s, CH═N). Reactants: S(=O)([O-])[O-].[Na+].[Na+] (sodium sulfite), C(C)(C)(C)O (t-butanol), O (water), O (water), CC[C@H]1CN2CC[C@H]1C[C@@H]2[C@H](C3=C4C=C(C=CC4=NC=C3)OC)OC5=NN=C(C6=CC=CC=C65)O[C@H]([C@H]7C[C@@H]8CCN7C[C@@H]8CC)C9=C1C=C(C=CC1=NC=C9)OC (AD-mix-β), C(C=C)C1=C(C=CC=2CN(C(OC21)=O)C)OC (8-allyl-7-methoxy-3-methyl-3,4-dihydro-2H-1,3-benzoxazin-2-one). The solvent is C(Cl)(Cl)Cl (chloroform). Reaction conditions: time 8 hour. Product: OC(CC1=C(C=CC=2CN(C(OC21)=O)C)OC)CO (8-(2,3-Dihydroxypropyl)-7-methoxy-3-methyl-3,4-dihydro-2H-1,3-benzoxazin-2-one). RXN SMILES: C([OH:5])(C)(C)C.[OH2:6].CC[C@@H]1[C@@H]2C[C@H]([C@@H](OC3C4C(=CC=CC=4)C(O[C@@H](C4C=CN=C5C=4C=C(OC)C=C5)[C@@H]4N5C[C@H](CC)[C@@H](CC5)C4)=NN=3)C3C=CN=C4C=3C=C(OC)C=C4)N(CC2)C1.S([O-])([O-])=O.[Na+].[Na+].[CH2:71]([C:74]1[C:83]2[O:82][C:81](=[O:84])[N:80]([CH3:85])[CH2:79][C:78]=2[CH:77]=[CH:76][C:75]=1[O:86][CH3:87])[CH:72]=[CH2:73]>C(Cl)(Cl)Cl>[OH:6][CH:72]([CH2:73][OH:5])[CH2:71][C:74]1[C:83]2[O:82][C:81](=[O:84])[N:80]([CH3:85])[CH2:79][C:78]=2[CH:77]=[CH:76][C:75]=1[O:86][CH3:87] |f:3.4.5|. Procedure details: 12 ml of t-butanol and 10 ml of water were added to and dissolved in 0.58 g of 8-allyl-7-methoxy-3-methyl-3,4-dihydro-2H-1,3-benzoxazin-2-one. 2.48 g of AD-mix-β was added to this solution, and the obtained mixture was stirred at room temperature overnight. After confirming the disappearance of raw material, 2.97 g of sodium sulfite was added to the reaction solution, and the obtained mixture was then stirred for approximately 45 minutes. Thereafter, water and chloroform were added to the reacti... The reactants are C([O-])(O)=O.[Na+] (sodium bicarbonate), OC1=NC=C(C(=O)O)C=C1 (6-hydroxynicotinic acid), [H][H] (hydrogen). Reagents/catalysts: [Ru] (ruthenium on alumina). Solvent: O (water). The product is C(=O)(O)C1CCC(NC1)=O (5-Carboxy-2-piperidone). The yield is 72.9%. RXN SMILES: [OH:1][C:2]1[CH:10]=[CH:9][C:5]([C:6]([OH:8])=[O:7])=[CH:4][N:3]=1.C(=O)(O)[O-].[Na+].[H][H]>O.[Ru]>[C:6]([CH:5]1[CH2:4][NH:3][C:2](=[O:1])[CH2:10][CH2:9]1)([OH:8])=[O:7] |f:1.2|. Procedure details: To a suspension of 10.0 g of 6-hydroxynicotinic acid in 200 ml water were added 6.5 g of sodium bicarbonate. The resulting solution was subjected to 500 psig hydrogen at 100° C. for 12 hours in the presence of 2.5 g ruthenium on alumina. The catalyst was removed by filtration. The filtrate was acidified to pH 4 with 6N HCl and evaporated to a colorless solid (~15 g ). The solid was treated with 40 ml methanol and filtered to remove most of the sodium chloride. The filtrate was evaporated to give... Starting materials: C(C)(C)(C)OC(NC1=CC=C2CC[C@@H](OC2=C1CCC=C)C(O[SiH2]C(C)(C)C)(C)C)=O ((2R)-[8-but-3-enyl-2-(tert-butyl-dimethyl-silanyloxymethyl)-chroman-7-yl]-carbamic acid tert-butyl ester), I(=O)(=O)(=O)[O-].[Na+] (sodium periodate). Reagents/catalysts: [Os](=O)(=O)(=O)=O (osmium tetroxide). Run in O1CCCC1 (tetrahydrofuran), O (water), C(C)(=O)OCC (ethyl acetate). Run at time 6 hour. The product is C(C)(C)(C)OC(=O)N1C(CCC2=C3O[C@H](CCC3=CC=C12)C(O[SiH2]C(C)(C)C)(C)C)O ((6R)-6-(tert-Butyl-dimethyl-silanyloxymethyl)-2-hydroxy-3,4,7,8-tetrahydro-2H,6H-5-oxa-1-aza-phenanthrene-1-carboxylic acid tert-butyl ester). Yield: 81.2%. RXN SMILES: [C:1]([O:5][C:6](=[O:31])[NH:7][C:8]1[C:17]([CH2:18][CH2:19][CH:20]=C)=[C:16]2[C:11]([CH2:12][CH2:13][C@H:14]([C:22]([CH3:30])([CH3:29])[O:23][SiH2:24][C:25]([CH3:28])([CH3:27])[CH3:26])[O:15]2)=[CH:10][CH:9]=1)([CH3:4])([CH3:3])[CH3:2].I([O-])(=O)(=O)=[O:33].[Na+]>O1CCCC1.O.C(OCC)(=O)C.[Os](=O)(=O)(=O)=O>[C:1]([O:5][C:6]([N:7]1[C:8]2[C:17](=[C:16]3[C:11](=[CH:10][CH:9]=2)[CH2:12][CH2:13][C@H:14]([C:22]([CH3:30])([CH3:29])[O:23][SiH2:24][C:25]([CH3:28])([CH3:26])[CH3:27])[O:15]3)[CH2:18][CH2:19][CH:20]1[OH:33])=[O:31])([CH3:4])([CH3:3])[CH3:2] |f:1.2|. Procedure details: To a solution of (2R)-[8-but-3-enyl-2-(tert-butyl-dimethyl-silanyloxymethyl)-chroman-7-yl]-carbamic acid tert-butyl ester (3.6 g, 8.0 mmole) in tetrahydrofuran (150 mL) and water (15 mL) at 0° C. was added osmium tetroxide (0.4 mL, 5% in water), followed by sodium periodate (5.16 g, 24 mmole). The mixture was stirred for 6 hours. The solution was diluted with ethyl acetate and the organic layer was washed with water, dried over sodium sulfate, filtered, and the solvent evaporated in vacuum. Colu...